The task is: describe an organic reaction: reactants, conditions, products, and yield. This data is from the Open Reaction Database (ORD), a public repository of structured organic reaction records. The reactants are NC1=C(C=C(C(=O)OCC)C=C1)[N+](=O)[O-] (ethyl 4-amino-3-nitrobenzoate), C(=O)(O)C=1C=C(C=C2C=CC=NC12)[N+](=O)[O-] (8-carboxy-6-nitroquinoline). The product is C(=O)(O)C=1C=C2C=CC=NC2=C(C1)[N+](=O)[O-] (6-Carboxy-8-nitroquinoline). Yield: 61.0%. Reaction SMILES: [NH2:1][C:2]1[CH:12]=[CH:11][C:5]([C:6]([O:8]CC)=[O:7])=[CH:4][C:3]=1[N+:13]([O-:15])=[O:14].[C:16]([C:19]1C=C([N+]([O-])=O)C=C2[C:28]=1N=CC=C2)(O)=O>>[C:6]([C:5]1[CH:11]=[C:12]2[C:2](=[C:3]([N+:13]([O-:15])=[O:14])[CH:4]=1)[N:1]=[CH:28][CH:19]=[CH:16]2)([OH:8])=[O:7]. Procedure: 6-Carboxy-8-nitroquinoline was prepared from ethyl 4-amino-3-nitrobenzoate using the method described for 8-carboxy-6-nitroquinoline in example 1. (Yield: 61%). Starting materials: O=C([O-])[O-], C#CCCl, CN(C)C=O, [K+], [K+], CC(C)c1cc(O)c(I)cc1Oc1cnc(N)nc1N. Product: C#CCOc1cc(C(C)C)c(Oc2cnc(N)nc2N)cc1I. RXN SMILES: [C:21](=[O:22])([O-:23])[O-:24].[CH2:27]([C:28]#[CH:29])[Cl:30].[CH3:31][N:32]([CH3:33])[CH:34]=[O:35].[K+:25].[K+:26].[NH2:1][c:2]1[n:3][cH:4][c:5]([O:9][c:10]2[cH:11][c:12]([I:20])[c:13]([OH:19])[cH:14][c:15]2[CH:16]([CH3:17])[CH3:18])[c:6]([NH2:8])[n:7]1>>[NH2:1][c:2]1[n:3][cH:4][c:5]([O:9][c:10]2[cH:11][c:12]([I:20])[c:13]([O:19][CH2:29][C:28]#[CH:27])[cH:14][c:15]2[CH:16]([CH3:17])[CH3:18])[c:6]([NH2:8])[n:7]1. Starting materials: ClC1=C(CO[Si](C(C)C)(C(C)C)C(C)C)C=C(C=C1)C1O[C@@H]([C@H]([C@@H]([C@H]1OCC1=CC=CC=C1)OCC1=CC=CC=C1)OCC1=CC=CC=C1)COCC1=CC=CC=C1 ((2-Chloro-5-((3S,4R,5R,6R)-3,4,5-tris(benzyloxy)-6-(benzyloxymethyl)-tetrahydro-2H-pyran-2-yl)benzyloxy)triisopropylsilane), [F-].C(CCC)[N+](CCCC)(CCCC)CCCC (tetrabutylammonium fluoride). Solvent: O1CCCC1 (tetrahydrofuran). Reaction conditions: time 2 hour. Product: ClC1=C(C=C(C=C1)C1O[C@@H]([C@H]([C@@H]([C@H]1OCC1=CC=CC=C1)OCC1=CC=CC=C1)OCC1=CC=CC=C1)COCC1=CC=CC=C1)CO ((2-Chloro-5-((3S,4R,5R,6R)-3,4,5-tris(benzyloxy)-6-(benzyloxymethyl)-tetrahydro-2H-pyran-2-yl)phenyl)methanol). Isolated yield 98.5%. As a reaction SMILES: [Cl:1][C:2]1[CH:19]=[CH:18][C:17]([CH:20]2[C@H:25]([O:26][CH2:27][C:28]3[CH:33]=[CH:32][CH:31]=[CH:30][CH:29]=3)[C@@H:24]([O:34][CH2:35][C:36]3[CH:41]=[CH:40][CH:39]=[CH:38][CH:37]=3)[C@H:23]([O:42][CH2:43][C:44]3[CH:49]=[CH:48][CH:47]=[CH:46][CH:45]=3)[C@@H:22]([CH2:50][O:51][CH2:52][C:53]3[CH:58]=[CH:57][CH:56]=[CH:55][CH:54]=3)[O:21]2)=[CH:16][C:3]=1[CH2:4][O:5][Si](C(C)C)(C(C)C)C(C)C.[F-].C([N+](CCCC)(CCCC)CCCC)CCC>O1CCCC1>[Cl:1][C:2]1[CH:19]=[CH:18][C:17]([CH:20]2[C@H:25]([O:26][CH2:27][C:28]3[CH:29]=[CH:30][CH:31]=[CH:32][CH:33]=3)[C@@H:24]([O:34][CH2:35][C:36]3[CH:41]=[CH:40][CH:39]=[CH:38][CH:37]=3)[C@H:23]([O:42][CH2:43][C:44]3[CH:45]=[CH:46][CH:47]=[CH:48][CH:49]=3)[C@@H:22]([CH2:50][O:51][CH2:52][C:53]3[CH:54]=[CH:55][CH:56]=[CH:57][CH:58]=3)[O:21]2)=[CH:16][C:3]=1[CH2:4][OH:5] |f:1.2|. Reported procedure: To a solution of (2-chloro-5-((3S,4R,5R,6R)-3,4,5-tris(benzyloxy)-6-(benzyloxy-methyl)tetrahydro-2H-pyran-2-yl)benzyloxy)triisopropylsilane (198 mmol) from Step 5 in tetrahydrofuran (500 mL) was added tetrabutylammonium fluoride (1.0 M in tetrahydrofuran, 594 mL, 594 mmol) and the reaction mixture stirred at ambient temperature for 2 h. After removal of organic volatiles under reduced pressure, the residue was partitioned between ethyl acetate and saturated ammonium chloride solution. The organi...